Dataset: the Open Reaction Database (ORD), a public repository of structured organic reaction records. Task: describe an organic reaction: reactants, conditions, products, and yield Reactants: C1(CCCCC1)N(C(NC=1SC(=CN1)SCC(=O)O)=O)CCC1=CC=CC=C1 ([2-(3-cyclohexyl-3-phenethyl-ureido)-thiazol-5-ylsulfanyl]-acetic acid), C(C)OC(C(C)SC1=CN=C(S1)N)=O ((2-amino-thiazol-5-ylsulfanyl)-propionic acid ethyl ester), C(CC(C)C)=O (isovaleraldehyde), C(CCC)N (butylamine). Product: C(CCC)N(C(NC=1SC(=CN1)SCCC(=O)O)=O)CCC(C)C (3-{2-[3-Butyl-3-(3-methyl-butyl)-ureido]-thiazol-5-ylsulfanyl}-propionic acid). As a reaction SMILES: [CH:1]1([N:7]([CH2:21][CH2:22][C:23]2[CH:28]=CC=C[CH:24]=2)[C:8](=[O:20])[NH:9][C:10]2[S:11][C:12]([S:15][CH2:16][C:17](O)=O)=[CH:13][N:14]=2)[CH2:6][CH2:5][CH2:4]CC1.C(=O)CC(C)C.C(N)CCC.C([O:42][C:43](=[O:53])C(SC1SC(N)=NC=1)C)C>>[CH2:1]([N:7]([CH2:21][CH2:22][CH:23]([CH3:24])[CH3:28])[C:8](=[O:20])[NH:9][C:10]1[S:11][C:12]([S:15][CH2:16][CH2:17][C:43]([OH:53])=[O:42])=[CH:13][N:14]=1)[CH2:6][CH2:5][CH3:4]. Procedure: Prepared as described for the synthesis of [2-(3-cyclohexyl-3-phenethyl-ureido)-thiazol-5-ylsulfanyl]-acetic acid using isovaleraldehyde, butylamine and (2-amino-thiazol-5-ylsulfanyl)-propionic acid ethyl ester. Reactants: BrCC1=C(C=CC=C1)/C(/C(=O)OC)=C\OC (methyl (E)-2-(2bromomethylphenyl)-3-methoxyacrylate), C1(CC1)COC1=C(C=C(C=C1Cl)O)Cl (4-cyclopropylmethoxy-3,5-dichlorophenol), [H-].[Na+] (sodium hydride). Solvent: CN(C=O)C (DMF), O (water), CN(C=O)C (DMF), CN(C=O)C (N,N-dimethyl formamide). Run at time 30 minute. Yields the product C1(CC1)COC1=C(C=C(OCC2=C(C=CC=C2)/C(/C(=O)OC)=C\OC)C=C1Cl)Cl (methyl (E)-2-[2-(4-cyclopropylmethoxy-3,5-dichlorophenoxymethyl)phenyl]-3-methoxyacrylate). Yield: 65.8%. RXN SMILES: [CH:1]1([CH2:4][O:5][C:6]2[C:11]([Cl:12])=[CH:10][C:9]([OH:13])=[CH:8][C:7]=2[Cl:14])[CH2:3][CH2:2]1.[H-].[Na+].Br[CH2:18][C:19]1[CH:24]=[CH:23][CH:22]=[CH:21][C:20]=1/[C:25](=[CH:30]\[O:31][CH3:32])/[C:26]([O:28][CH3:29])=[O:27]>CN(C)C=O.O>[CH:1]1([CH2:4][O:5][C:6]2[C:7]([Cl:14])=[CH:8][C:9]([O:13][CH2:18][C:19]3[CH:24]=[CH:23][CH:22]=[CH:21][C:20]=3/[C:25](=[CH:30]\[O:31][CH3:32])/[C:26]([O:28][CH3:29])=[O:27])=[CH:10][C:11]=2[Cl:12])[CH2:2][CH2:3]1 |f:1.2|. Procedure details: A solution of 4-cyclopropylmethoxy-3,5-dichlorophenol (1.54 g; 6.6 mmoles) in DMF (5 ml) is added dropwise, at 0° C., to a suspension of sodium hydride (0.16 g; 6.6 mmoles) in N,N-dimethyl formamide (DMF; 5 ml). The mixture is kept under stirring at room temperature for 30 minutes and a solution of methyl (E)-2-(2bromomethylphenyl)-3-methoxyacrylate (1.9 g; 6.6 mmoles) in DMF (5 ml) is then added. The mixture is kept under stirring for 4 hours; the mixture is diluted with water (40 ml) and an ex... Starting materials: Cl.Cl.Cl.N1(CCCC1)CC=1C=C(OCCCNC(C(N)=N)=N)C=CC1 (N-[3-(3-Pyrrolidinomethylphenoxy)propyl]ethanediimidamide trihydrochloride), C(Cl)Cl (CH2Cl2), Cl (HCl), S(N1C(C=2C(C1=O)=CC=CC2)=O)N2C(C=1C(C2=O)=CC=CC1)=O (N,N'-thiobisphthalimide). Run in C(C)N(CC)CC (triethylamine), C(CC)O (1-propanol). Conditions: time 1 hour. Product: hydrochloride salt, NC1=NSN=C1NCCCOC1=CC(=CC=C1)CN1CCCC1 (3-Amino-4-[3-(3-pyrrolidinomethylphenoxy)propylamino]-1,2,5-thiadiazole). The yield is 67.0%. As a reaction SMILES: Cl.Cl.Cl.[N:4]1([CH2:9][C:10]2[CH:11]=[C:12]([CH:23]=[CH:24][CH:25]=2)[O:13][CH2:14][CH2:15][CH2:16][NH:17][C:18](=[NH:22])[C:19](=[NH:21])[NH2:20])[CH2:8][CH2:7][CH2:6][CH2:5]1.C(Cl)Cl.[S:29](N1C(=O)C2=CC=CC=C2C1=O)N1C(=O)C2=CC=CC=C2C1=O.Cl>C(O)CC.C(N(CC)CC)C>[NH2:21][C:19]1[C:18]([NH:17][CH2:16][CH2:15][CH2:14][O:13][C:12]2[CH:23]=[CH:24][CH:25]=[C:10]([CH2:9][N:4]3[CH2:8][CH2:7][CH2:6][CH2:5]3)[CH:11]=2)=[N:22][S:29][N:20]=1 |f:0.1.2.3|. Procedure details: A mixture of N-[3-(3-pyrrolidinomethylphenoxy)propyl]ethanediimidamide trihydrochloride (22.0 g; 53.0 mmoles) [prepared in Example 4, Step A], 200 ml of CH2Cl2 and 22 ml of triethylamine was treated with N,N'-thiobisphthalimide (DMF solvate) (21.2 g; 53.0 mmoles). After stirring at ambient temperature for one hour, the mixture was washed with 100 ml of 20% KOH, dried (MgSO4), filtered, diluted with 100 ml of toluene and concentrated. The product was treated with one equivalent of aqueous HCl in ... Reactants: O (H2O), C(=O)(OCC)C=P(C1=CC=CC=C1)(C1=CC=CC=C1)C1=CC=CC=C1 ((Carbethoxymethylene)triphenylphosphorane), C(C)OC(=O)C=1N(C2=CC=C(C=C2C1C=O)C1=NC=C(C=C1)C(F)(F)F)C1=CC=C(C=C1)OC(C)C (3-Formyl-1-(4-isopropoxyphenyl)-5-(5-trifluoromethylpyridin-2-yl)indole-2-carboxylic acid ethyl ester), CN(C)C=O (DMF), C(=O)(OCC)C=P(C1=CC=CC=C1)(C1=CC=CC=C1)C1=CC=CC=C1 ((carbethoxymethylene)triphenylphosphorane). Conditions: time 3 hour. Product: C(C)OC(=O)C=1N(C2=CC=C(C=C2C1C=CC(=O)OCC)C1=NC=C(C=C1)C(F)(F)F)C1=CC=C(C=C1)OC(C)C (3-(2-Ethoxycarbonylvinyl)-1-(4-isopropoxyphenyl)-5-(5-trifluoromethylpyridin-2-yl)indole-2-carboxylic acid ethyl ester). Reaction SMILES: [C:1]([CH:6]=P(C1C=CC=CC=1)(C1C=CC=CC=1)C1C=CC=CC=1)([O:3][CH2:4][CH3:5])=[O:2].[CH2:26]([O:28][C:29]([C:31]1[N:32]([C:52]2[CH:57]=[CH:56][C:55]([O:58][CH:59]([CH3:61])[CH3:60])=[CH:54][CH:53]=2)[C:33]2[C:38]([C:39]=1C=O)=[CH:37][C:36]([C:42]1[CH:47]=[CH:46][C:45]([C:48]([F:51])([F:50])[F:49])=[CH:44][N:43]=1)=[CH:35][CH:34]=2)=[O:30])[CH3:27].O.[CH3:63]N(C=O)C>>[CH2:26]([O:28][C:29]([C:31]1[N:32]([C:52]2[CH:53]=[CH:54][C:55]([O:58][CH:59]([CH3:60])[CH3:61])=[CH:56][CH:57]=2)[C:33]2[C:38]([C:39]=1[CH:63]=[CH:6][C:1]([O:3][CH2:4][CH3:5])=[O:2])=[CH:37][C:36]([C:42]1[CH:47]=[CH:46][C:45]([C:48]([F:49])([F:50])[F:51])=[CH:44][N:43]=1)=[CH:35][CH:34]=2)=[O:30])[CH3:27]. Reported procedure: (Carbethoxymethylene)triphenylphosphorane (330 mg, 0.95 mmol) was added to a suspension of 3-formyl-1-(4-isopropoxyphenyl)-5-(5-trifluoromethylpyridin-2-yl)indole-2-carboxylic acid ethyl ester (427 mg, 0.95 mmol; see step (b) above) in DMF (15 mL) and the mixture was stirred at rt for 3 h. Another portion of (carbethoxymethylene)triphenylphosphorane (165 mg, 0.47 mmol) was added and the stirring continued for 12 h. The mixture was poured into H2O and extracted with EtOAc. The combined extracts w... Reactants: Br[Si](C)(C)C (Bromotrimethylsilane), C([O-])(O)=O.[Na+] (sodium bicarbonate), C1(CC1)C(O)(C=1N(C=CC1)C)C1=C(C=CC=C1)C (Cyclopropyl-(2-methylphenyl)-(N-methylpyrrol-2-yl)methanol), N1=CC=CC=C1 (Pyridine). Run in ClCCl (dichloromethane), ClCCl (dichloromethane). Run at temperature -70 celsius, time 90 minute. Yields the product BrCCC=C(C=1N(C=CC1)C)C1=C(C=CC=C1)C (1-Bromo-4-(2-methylphenyl)-4-(N-methylpyrrol-2-yl)but-3-ene). The yield is 87.4%. Reaction SMILES: [CH:1]1([C:4]([C:12]2[CH:17]=[CH:16][CH:15]=[CH:14][C:13]=2[CH3:18])([C:6]2[N:7]([CH3:11])[CH:8]=[CH:9][CH:10]=2)O)[CH2:3][CH2:2]1.[Br:19][Si](C)(C)C.N1C=CC=CC=1.C(=O)(O)[O-].[Na+]>ClCCl>[Br:19][CH2:3][CH2:2][CH:1]=[C:4]([C:12]1[CH:17]=[CH:16][CH:15]=[CH:14][C:13]=1[CH3:18])[C:6]1[N:7]([CH3:11])[CH:8]=[CH:9][CH:10]=1 |f:3.4|. Procedure: Cyclopropyl-(2-methylphenyl)-(N-methylpyrrol-2-yl)methanol (9.9 g, 0.041 mole) was dissolved in dichloromethane (250 ml) and cooled to -70° C. under nitrogen. Bromotrimethylsilane (6.4 g, 0.042 mole) in dichloromethane (250 ml) was added within 30 min. The reaction mixture was stirred at -70° C. for another 90 min. Pyridine (3.5 ml) was added and when the mixture had reached room temperature, saturated sodium bicarbonate solution (100 ml) was added. The phases were separated and the organic phas... Yields the product CC1(OC[C@](N1C(=O)OC(C)(C)C)(C=1SC(=NN1)C)C)C (tert-butyl (4S)-2,2,4-trimethyl-4-(5-methyl-1,3,4-thiadiazol-2-yl)-1,3-oxazolidine-3-carboxylate). The solvent is C1(=CC=CC=C1)C (toluene). Procedure: To a solution of 3.36 g of tert-butyl (4S)-4-[(2-acetylhydrazino)carbonyl]-2,2,4-trimethyl-1,3-oxazolidine-3-carboxylate in 100 ml of toluene was added 2.8 g of 2,4-bis(4-methoxyphenyl)-1,3,2,4-dithiadiphosphetane-2,4-disulfide, followed by stirring at 110° C. for 4 hours. The reaction mixture was concentrated under reduced pressure and the obtained residue was purified by silica gel column chromatography to obtain 2.39 g of tert-butyl (4S)-2,2,4-trimethyl-4-(5-methyl-1,3,4-thiadiazol-2-yl)-1,3-... Reaction SMILES: [C:1]([NH:4][NH:5][C:6]([C@:8]1([CH3:22])[CH2:12][O:11][C:10]([CH3:14])([CH3:13])[N:9]1[C:15]([O:17][C:18]([CH3:21])([CH3:20])[CH3:19])=[O:16])=O)(=O)[CH3:2].COC1C=CC(P2(=S)SP(=S)(C3C=CC(OC)=CC=3)[S:32]2)=CC=1>C1(C)C=CC=CC=1>[CH3:13][C:10]1([CH3:14])[N:9]([C:15]([O:17][C:18]([CH3:21])([CH3:20])[CH3:19])=[O:16])[C@:8]([CH3:22])([C:6]2[S:32][C:1]([CH3:2])=[N:4][N:5]=2)[CH2:12][O:11]1. Conditions: temperature 110 celsius, time 4 hour. Reactants: C(C)(=O)NNC(=O)[C@]1(N(C(OC1)(C)C)C(=O)OC(C)(C)C)C (tert-butyl (4S)-4-[(2-acetylhydrazino)carbonyl]-2,2,4-trimethyl-1,3-oxazolidine-3-carboxylate), COC1=CC=C(C=C1)P1(SP(S1)(C1=CC=C(C=C1)OC)=S)=S (2,4-bis(4-methoxyphenyl)-1,3,2,4-dithiadiphosphetane-2,4-disulfide). The yield is 110.2%. Reactants: NC1=C(C=CC=C1)C#CCCCNC([C@H](CC)NC(C(F)(F)F)=O)=O (N-[5-(2-aminophenyl)pent-4-ynyl]-2-(S)-(2,2,2-trifluoroacetylamino)butyramide). The reagents and catalysts are C1=CC=C(C=C1)C#N.C1=CC=C(C=C1)C#N.Cl[Pd]Cl (dichlorobis(benzonitrile)palladium). The solvent is CN(C=O)C (dimethylformamide). Reaction conditions: temperature 80 celsius. Product: N1C(=CC2=CC=CC=C12)CCCNC([C@H](CC)NC(C(F)(F)F)=O)=O ((S)—N-(3-(1H-indol-2-yl)propyl)-2-(2,2,2-trifluoroacetamido)butanamide). RXN SMILES: [NH2:1][C:2]1[CH:7]=[CH:6][CH:5]=[CH:4][C:3]=1[C:8]#[C:9][CH2:10][CH2:11][CH2:12][NH:13][C:14](=[O:25])[C@@H:15]([NH:18][C:19](=[O:24])[C:20]([F:23])([F:22])[F:21])[CH2:16][CH3:17]>C1C=CC(C#N)=CC=1.C1C=CC(C#N)=CC=1.Cl[Pd]Cl.CN(C)C=O>[NH:1]1[C:2]2[C:3](=[CH:4][CH:5]=[CH:6][CH:7]=2)[CH:8]=[C:9]1[CH2:10][CH2:11][CH2:12][NH:13][C:14](=[O:25])[C@@H:15]([NH:18][C:19](=[O:24])[C:20]([F:21])([F:22])[F:23])[CH2:16][CH3:17] |f:1.2.3|. Reported procedure: A 50 mL round bottom flask was charged with N-[5-(2-aminophenyl)pent-4-ynyl]-2-(S)-(2,2,2-trifluoroacetylamino)butyramide (130 mg, 0.37 mmol), dichlorobis(benzonitrile)palladium (II) (38.0 mg, 0.099 mmol), and dimethylformamide (4.1 mL) and the resulting mixture heated to 80° C. for 22 h. The resulting mixture was then concentrated in-vacuo and the resulting residue purified via flash silica gel chromatography (Analogix IF-280, SF25-40 g column, gradient 90:10-50:50 Heptane:EtOAc) to yield (S)—N...